This data is from the Open Reaction Database (ORD), a public repository of structured organic reaction records. The task is: describe an organic reaction: reactants, conditions, products, and yield Reactants: CON, O, Cc1ccc(S(=O)(=O)Cl)cc1, c1ccncc1. Product: CONS(=O)(=O)c1ccc(C)cc1. As a reaction SMILES: [O:1]([CH3:2])[NH2:3].[OH2:15].[c:4]1([CH3:14])[cH:5][cH:6][c:7]([S:10](=[O:11])(=[O:12])[Cl:13])[cH:8][cH:9]1.[cH:16]1[cH:17][cH:18][n:19][cH:20][cH:21]1>>[O:1]([CH3:2])[NH:3][S:10]([c:7]1[cH:6][cH:5][c:4]([CH3:14])[cH:9][cH:8]1)(=[O:11])=[O:12]. Starting materials: C1CCOC1, CCOC(C)=O, CCN(C(C)C)C(C)C, O=C(OC(Cl)(Cl)Cl)OC(Cl)(Cl)Cl, CC1CN(Cc2cccc(N)c2F)CCN1C(=O)OCc1ccccc1, Cc1cc(N)ccn1. Product: Cc1cc(NC(=O)Nc2cccc(CN3CCN(C(=O)OCc4ccccc4)C(C)C3)c2F)ccn1. RXN SMILES: [CH2:56]1[O:57][CH2:58][CH2:59][CH2:60]1.[CH3:61][CH2:62][O:63][C:64]([CH3:65])=[O:66].[CH:39]([N:40]([CH2:41][CH3:42])[CH:43]([CH3:44])[CH3:45])([CH3:46])[CH3:47].[Cl:1][C:2]([Cl:3])([O:4][C:5]([O:6][C:7]([Cl:8])([Cl:9])[Cl:10])=[O:11])[Cl:12].[NH2:13][c:14]1[c:15]([F:38])[c:16]([CH2:17][N:18]2[CH2:19][CH:20]([CH3:34])[N:21]([C:24](=[O:25])[O:26][CH2:27][c:28]3[cH:29][cH:30][cH:31][cH:32][cH:33]3)[CH2:22][CH2:23]2)[cH:35][cH:36][cH:37]1.[NH2:48][c:49]1[cH:50][c:51]([CH3:55])[n:52][cH:53][cH:54]1>>[C:5](=[O:11])([NH:13][c:14]1[c:15]([F:38])[c:16]([CH2:17][N:18]2[CH2:19][CH:20]([CH3:34])[N:21]([C:24](=[O:25])[O:26][CH2:27][c:28]3[cH:29][cH:30][cH:31][cH:32][cH:33]3)[CH2:22][CH2:23]2)[cH:35][cH:36][cH:37]1)[NH:48][c:49]1[cH:50][c:51]([CH3:55])[n:52][cH:53][cH:54]1. The reactants are [I-].[Na+] (sodium iodide), C[C@@H]1CC[C@H](CC1)NC(C=CC1=CC(=C(C=C1)OCCCl)OC)=O (N-(trans-4-methylcyclohexyl)-4-(2-chloroethoxy)-3-methoxycinnamamide). Run in CC(=O)CC (methylethylketone). Reaction conditions: time 19 hour. The product is C[C@@H]1CC[C@H](CC1)NC(C=CC1=CC(=C(C=C1)OCCI)OC)=O (N-(trans-4-methylcyclohexyl)-4-(2-iodoethoxy)-3-methoxycinnamamide). Yield: 84.4%. RXN SMILES: [I-:1].[Na+].[CH3:3][C@H:4]1[CH2:9][CH2:8][C@H:7]([NH:10][C:11](=[O:26])[CH:12]=[CH:13][C:14]2[CH:19]=[CH:18][C:17]([O:20][CH2:21][CH2:22]Cl)=[C:16]([O:24][CH3:25])[CH:15]=2)[CH2:6][CH2:5]1>CC(CC)=O>[CH3:3][C@H:4]1[CH2:9][CH2:8][C@H:7]([NH:10][C:11](=[O:26])[CH:12]=[CH:13][C:14]2[CH:19]=[CH:18][C:17]([O:20][CH2:21][CH2:22][I:1])=[C:16]([O:24][CH3:25])[CH:15]=2)[CH2:6][CH2:5]1 |f:0.1|. Procedure details: 19.5 g of sodium iodide was added to a solution of 4.57 g of N-(trans-4-methylcyclohexyl)-4-(2-chloroethoxy)-3-methoxycinnamamide (Example 138) in 300 ml of methylethylketone. The solution was stirred for 19 hours, while it was refluxed. After reaction, the reaction solution was washed three times with 200 ml of an aqueous sodium thiosulfate solution and once with an aqueous sodium chloride solution, and was dried over magnesium sulfate. Then, the solvent was removed in vacuo. The product obtain... The reactants are CCOC(=N)Cc1ccccc1C, CCO, Cl, Nc1ncccc1OCc1ccc(F)cc1. Yields the product Cl, Cc1ccccc1CC(=N)Nc1ncccc1OCc1ccc(F)cc1. Reaction SMILES: [CH3:18][c:19]1[c:20]([CH2:25][C:26]([O:27][CH2:28][CH3:29])=[NH:30])[cH:21][cH:22][cH:23][cH:24]1.[CH3:31][CH2:32][OH:33].[ClH:17].[NH2:1][c:2]1[n:3][cH:4][cH:5][cH:6][c:7]1[O:8][CH2:9][c:10]1[cH:11][cH:12][c:13]([F:16])[cH:14][cH:15]1>>[ClH:17].[NH:1]([c:2]1[n:3][cH:4][cH:5][cH:6][c:7]1[O:8][CH2:9][c:10]1[cH:11][cH:12][c:13]([F:16])[cH:14][cH:15]1)[C:26]([CH2:25][c:20]1[c:19]([CH3:18])[cH:24][cH:23][cH:22][cH:21]1)=[NH:30]. Reactants: CC(=O)C (acetone), CCCCCC (hexane), [Li]CCCC (nBuLi), BrC=1SC(=CC1Br)Br (2,3,5-tribromothiophene). The solvent is CCOCC (Et2O). Run at time 10 minute. Product: BrC1=C(SC(=C1)Br)C(C)(C)O (2-(3,5-Dibromo-thiophen-2-yl)-propan-2-ol). As a reaction SMILES: Br[C:2]1[S:3][C:4]([Br:8])=[CH:5][C:6]=1[Br:7].CCCCCC.[Li]CCCC.[CH3:20][C:21]([CH3:23])=[O:22]>CCOCC>[Br:7][C:6]1[CH:5]=[C:4]([Br:8])[S:3][C:2]=1[C:21]([OH:22])([CH3:23])[CH3:20]. Reported procedure: A solution of 2,3,5-tribromothiophene (8.17 g, 25 mmol) in Et2O (N2 atmosphere) was cooled to −78° C. and treated with a 1.6 M hexane solution of nBuLi (15.6 mL, 25 mmol). The mixture was then stirred for 10 minutes, then treated with acetone (1.84 mL, 25 mmol). The mixture was then stirred for 30 minutes and quenched with H2O. The mixture was extracted with Et2O; the organic layers were combined, dried (MgSO4), and the solvent removed in vacuo. The residue was filtered through a plug of silica ... Reactants: O=C([O-])O, CCC(=O)Cl, CCc1ccccc1N1CCC(Nn2cccc2)CC1, ClCCl, [Na+]. Yields the product CCC(=O)N(C1CCN(c2ccccc2CC)CC1)n1cccc1, Cl. As a reaction SMILES: [C:21](=[O:22])([OH:23])[O-:24].[C:26]([CH2:27][CH3:28])(=[O:29])[Cl:30].[CH3:1][CH2:2][c:3]1[c:4]([N:9]2[CH2:10][CH2:11][CH:12]([NH:15][n:16]3[cH:17][cH:18][cH:19][cH:20]3)[CH2:13][CH2:14]2)[cH:5][cH:6][cH:7][cH:8]1.[Cl:31][CH2:32][Cl:33].[Na+:25]>>[CH3:1][CH2:2][c:3]1[c:4]([N:9]2[CH2:10][CH2:11][CH:12]([N:15]([n:16]3[cH:17][cH:18][cH:19][cH:20]3)[C:26]([CH2:27][CH3:28])=[O:29])[CH2:13][CH2:14]2)[cH:5][cH:6][cH:7][cH:8]1.[ClH:30]. Starting materials: C(C)OC(C(C=1N(C(=C(C1)C)C(=O)OCC)C)=O)=O (Ethyl-1,4-dimethyl-5-ethoxycarbonyl-α-oxopyrrole-2-acetate), BrN1C(CCC1=O)=O (N-bromosuccinimide). Run in C(Cl)(Cl)(Cl)Cl (carbon tetrachloride). Product: BrCC=1C=C(N(C1C(=O)OCC)C)C(C(=O)OCC)=O (Ethyl 4-bromomethyl-5-ethoxycarbonyl-1-methyl-α-oxo-pyrrole-2-acetate). As a reaction SMILES: [CH2:1]([O:3][C:4](=[O:19])[C:5](=[O:18])[C:6]1[N:7]([CH3:17])[C:8]([C:12]([O:14][CH2:15][CH3:16])=[O:13])=[C:9]([CH3:11])[CH:10]=1)[CH3:2].[Br:20]N1C(=O)CCC1=O>C(Cl)(Cl)(Cl)Cl>[Br:20][CH2:11][C:9]1[CH:10]=[C:6]([C:5](=[O:18])[C:4]([O:3][CH2:1][CH3:2])=[O:19])[N:7]([CH3:17])[C:8]=1[C:12]([O:14][CH2:15][CH3:16])=[O:13]. Procedure: Ethyl-1,4-dimethyl-5-ethoxycarbonyl-α-oxopyrrole-2-acetate (14.79 g, 55.5 mmol) is dissolved in carbon tetrachloride (300 ml) and placed in a 500 ml round bottom flask. Then N-bromosuccinimide (11.1 g, 62.5 mmol) is added, a reflux condenser is attached and the system is flushed with nitrogen. The mixture is slowly stirred. A 120 V, 150 W G.E. projection lamp is placed against the side of the flask and the lamp and the flask are enclosed in aluminum foil. The reaction mixture is then irradiated ... Starting materials: C(C)(C)C1=CC=C(C=C1)CCCCC1=C(C=CC=C1)O (2-[4-(4-isopropylphenyl)butyl]phenol), CC(C)([O-])C.[K+] (potassium t-butoxide), C(Br)C1CO1 (epibromohydrin). The solvent is CC(=O)N(C)C (dimethylacetamide). The product is C(C)(C)C1=CC=C(C=C1)CCCCC1=C(OCC2OC2)C=CC=C1 (2-{2-[4-(4-Isopropylphenyl)butyl]phenoxymethyl}oxirane). The yield is 88.0%. As a reaction SMILES: [CH:1]([C:4]1[CH:9]=[CH:8][C:7]([CH2:10][CH2:11][CH2:12][CH2:13][C:14]2[CH:19]=[CH:18][CH:17]=[CH:16][C:15]=2[OH:20])=[CH:6][CH:5]=1)([CH3:3])[CH3:2].[CH3:21][C:22](C)([O-:24])[CH3:23].[K+].C(C1OC1)Br>CC(N(C)C)=O>[CH:1]([C:4]1[CH:9]=[CH:8][C:7]([CH2:10][CH2:11][CH2:12][CH2:13][C:14]2[CH:19]=[CH:18][CH:17]=[CH:16][C:15]=2[O:20][CH2:21][CH:22]2[CH2:23][O:24]2)=[CH:6][CH:5]=1)([CH3:3])[CH3:2] |f:1.2|. Procedure details: Following a procedure similar to that described in Example 1(a), 3.04 g of 2-[4-(4-isopropylphenyl)butyl]phenol (prepared as described in Preparation 8), 1.27 g of potassium t-butoxide and 3.11 g of epibromohydrin were reacted in 60 ml of dimethylacetamide. The crude product, extracted as described in Example 1(a), was purified as described in Example 1(a), to give 3.23 g (yield 88%) of the title compound as a colorless oil. Starting materials: C(C)(C)(C)OC(NC1=C(C=C(C(=C1)C)C(F)(F)F)N)=O ((2-amino-5-methyl-4-trifluoromethyl-phenyl)-carbamic acid tert-butyl ester), C(C)(C)(C)OC(CC(=O)C1=CC(=CC=C1)C=1C=NC(=CC1)N(C)C)=O (3-[3-(6-dimethylamino-pyridin-3-yl)-phenyl]-3-oxo-propionic acid tert-butyl ester). Yields the product C(C)(C)(C)OC(NC1=C(C=C(C(=C1)C)C(F)(F)F)NC(CC(=O)C1=CC(=CC=C1)C=1C=NC(=CC1)N(C)C)=O)=O ((2-{3-[3-(6-Dimethylamino-pyridin-3-yl)-phenyl]-3-oxo-propionylamino}-5-methyl-4-trifluoromethyl-phenyl)-carbamic acid tert-butyl ester), solid. The yield is 74.0%. As a reaction SMILES: [C:1]([O:5][C:6](=[O:20])[NH:7][C:8]1[CH:13]=[C:12]([CH3:14])[C:11]([C:15]([F:18])([F:17])[F:16])=[CH:10][C:9]=1[NH2:19])([CH3:4])([CH3:3])[CH3:2].C([O:25][C:26](=O)[CH2:27][C:28]([C:30]1[CH:35]=[CH:34][CH:33]=[C:32]([C:36]2[CH:37]=[N:38][C:39]([N:42]([CH3:44])[CH3:43])=[CH:40][CH:41]=2)[CH:31]=1)=[O:29])(C)(C)C>>[C:1]([O:5][C:6](=[O:20])[NH:7][C:8]1[CH:13]=[C:12]([CH3:14])[C:11]([C:15]([F:18])([F:17])[F:16])=[CH:10][C:9]=1[NH:19][C:26](=[O:25])[CH2:27][C:28]([C:30]1[CH:35]=[CH:34][CH:33]=[C:32]([C:36]2[CH:37]=[N:38][C:39]([N:42]([CH3:44])[CH3:43])=[CH:40][CH:41]=2)[CH:31]=1)=[O:29])([CH3:4])([CH3:2])[CH3:3]. Procedure: The title compound was prepared from (2-amino-5-methyl-4-trifluoromethyl-phenyl)-carbamic acid tert-butyl ester (Example J20) (218 mg, 0.75 mmol) and 3-[3-(6-dimethylamino-pyridin-3-yl)-phenyl]-3-oxo-propionic acid tert-butyl ester (Example K28) (255 mg, 0.75 mmol) according to the general procedure M. Obtained as a light yellow solid (309 mg, 74%). Reactants: NC1=CC=C2C(=N1)C(=CN2)C2CCN(CC2)C(C)C (5-amino-3-(1-isopropylpiperidin-4-yl)pyrrolo[3,2-b]pyridine), FC1=CC=C(C(=O)Cl)C=C1 (4-fluorobenzoyl chloride). Yields the product FC1=CC=C(C(=O)NC2=CC=C3C(=N2)C(=CN3)C3CCN(CC3)C(C)C)C=C1 (5-(N-[4-fluorobenzoyl]amino)-3-(1-isopropylpiperidin-4-yl)pyrrolo[3,2-b]pyridine). Yield: 485.7%. RXN SMILES: [NH2:1][C:2]1[N:7]=[C:6]2[C:8]([CH:11]3[CH2:16][CH2:15][N:14]([CH:17]([CH3:19])[CH3:18])[CH2:13][CH2:12]3)=[CH:9][NH:10][C:5]2=[CH:4][CH:3]=1.[F:20][C:21]1[CH:29]=[CH:28][C:24]([C:25](Cl)=[O:26])=[CH:23][CH:22]=1>>[F:20][C:21]1[CH:29]=[CH:28][C:24]([C:25]([NH:1][C:2]2[N:7]=[C:6]3[C:8]([CH:11]4[CH2:16][CH2:15][N:14]([CH:17]([CH3:19])[CH3:18])[CH2:13][CH2:12]4)=[CH:9][NH:10][C:5]3=[CH:4][CH:3]=2)=[O:26])=[CH:23][CH:22]=1. Reported procedure: Beginning with 0.10 gm (0.39 mMol) 5-amino-3-(1-isopropylpiperidin-4-yl)pyrrolo[3,2-b]pyridine and 0.055 mL (0.046 mMol) 4-fluorobenzoyl chloride, 0.085 gm (58%) of the title compound were prepared as an ivory foam essentially by the procedure described in Example 4. An analytical sample was crystallized from aqueous ethanol.